Dataset: the Open Reaction Database (ORD), a public repository of structured organic reaction records. Task: describe an organic reaction: reactants, conditions, products, and yield RXN SMILES: [F:1][C:2]1[CH:3]=[C:4]([C:9]2[CH:10]=[CH:11][C:12]3[N:13]([C:15]([CH2:18][NH:19][C:20]4[CH:21]=[CH:22][N:23]=[C:24]5[C:29]=4[N:28]=[CH:27][C:26]([C:30]4(O)[CH2:35][CH2:34][N:33](C(OC(C)(C)C)=O)[CH2:32][CH2:31]4)=[CH:25]5)=[N:16][N:17]=3)[N:14]=2)[CH:5]=[C:6]([F:8])[CH:7]=1.CCN(S(F)(F)[F:50])CC.C(O)(C(F)(F)F)=O>C(Cl)Cl>[F:8][C:6]1[CH:5]=[C:4]([C:9]2[CH:10]=[CH:11][C:12]3[N:13]([C:15]([CH2:18][NH:19][C:20]4[C:29]5[C:24](=[CH:25][C:26]([C:30]6([F:50])[CH2:35][CH2:34][NH:33][CH2:32][CH2:31]6)=[CH:27][N:28]=5)[N:23]=[CH:22][CH:21]=4)=[N:16][N:17]=3)[N:14]=2)[CH:3]=[C:2]([F:1])[CH:7]=1. Yield: 60.0%. The product is FC=1C=C(C=C(C1)F)C=1C=CC=2N(N1)C(=NN2)CNC2=CC=NC1=CC(=CN=C21)C2(CCNCC2)F (N-((6-(3,5-difluorophenyl)-[1,2,4]triazolo[4,3-b]pyridazin-3-yl)methyl)-7-(4-fluoropiperidin-4-yl)-1,5-naphthyridin-4-amine). Reactants: CCN(CC)S(F)(F)F (DAST), FC=1C=C(C=C(C1)F)C=1C=CC=2N(N1)C(=NN2)CNC=2C=CN=C1C=C(C=NC21)C2(CCN(CC2)C(=O)OC(C)(C)C)O (tert-butyl 4-(8-((6-(3,5-difluorophenyl)-[1,2,4]triazolo[4,3-b]pyridazin-3-yl)methylamino)-1,5-naphthyridin-3-yl)-4-hydroxypiperidine-1-carboxylate), C(=O)(C(F)(F)F)O (TFA). Run at time 30 minute. Reported procedure: A solution of tert-butyl 4-(8-((6-(3,5-difluorophenyl)-[1,2,4]triazolo[4,3-b]pyridazin-3-yl)methylamino)-1,5-naphthyridin-3-yl)-4-hydroxypiperidine-1-carboxylate (30 mg, 51 μmol) in 0.5 mL of DCM was cooled to −78 C. Then added DAST (13 μl, 102 μmol) and let stir to room temperature over 30 min. TFA was then added to the reaction mixture and stirred for 30 min. The solvent was then removed by rotary evaporation and the residue was redissolved in MeOH and free based through a cation exchange colu... Solvent: C(Cl)Cl (DCM). Run at temperature 0 celsius, time 1 hour. RXN SMILES: [C:1]1([NH:7][C:8]2[CH:13]=[CH:12][C:11]([NH2:14])=[CH:10][CH:9]=2)[CH:6]=[CH:5][CH:4]=[CH:3][CH:2]=1.C([O-])(O)=O.[Na+].[C:20](Cl)(=[O:23])[CH2:21][CH3:22]>C(Cl)Cl>[C:1]1([NH:7][C:8]2[CH:13]=[CH:12][C:11]([NH:14][C:20](=[O:23])[CH2:21][CH3:22])=[CH:10][CH:9]=2)[CH:2]=[CH:3][CH:4]=[CH:5][CH:6]=1 |f:1.2|. Yields the product C1(=CC=CC=C1)NC1=CC=C(C=C1)NC(CC)=O (N-Phenyl-N'-propionyl-1,4-phenylenediamine). Yield: 74.5%. Reactants: C1(=CC=CC=C1)NC1=CC=C(C=C1)N (N-phenyl-1,4-phenylenediamine), C(=O)(O)[O-].[Na+] (NaHCO3), C(CC)(=O)Cl (propionyl chloride). Procedure details: A stirred mixture of 1.84 g (10.0 mmol, 1 eq.) of commercial N-phenyl-1,4-phenylenediamine (a black solid) and 1.18 g (14.0 mmol, 1.4 eq.) of NaHCO3 in 40 mL of CH2Cl2 was cooled to 0° C. To this suspension was added a solution of 0.96 mL (11.0 mmol, 1.1 eq.) of propionyl chloride in 10 mL of CH2Cl2 dropwise. The ice bath was removed and the mixture stirred for 1 hour and then poured into a seperatory funnel containing 50 mL of each CH2Cl2 and water. The organic phase was separated and extracted... Solvent: C(Cl)Cl (CH2Cl2), C(Cl)Cl (CH2Cl2). Reactants: C(#N)CC(C)N1C2=CC=CC=C2C=2C3=C(C4=C(C12)N(C=1C=CC=CC14)C)C(NC3=O)=O (12-(3-cyano-2-propyl)-6,7,12,13-tetrahydro-13-methyl-5,7-dioxo-5H-indolo[2,3-a]pyrrolo[3,4-c]carbazole), C(#N)CC(C)N1C=CC2=CC=CC=C12 (1-(3-cyano-2-propyl)-indole), CN1C=C(C2=CC=CC=C12)CC(=O)O (1-methyl-3-indolylacetic acid), 3-[1-(3-cyano-2-propyl)-3-indolyl]-4-(1-methyl-3-indolyl)-1H-pyrrol-3,5-dione. Run in C(C)#N (acetonitrile). The product is C(#N)CC(C)N1C=CC2=CC=CC=C12 (1-(3-Cyano-2-propyl)-indole), C1CCC2=NCCCN2CC1 (DBU), C/C=C/C#N (crotonitrile), N1C=CC2=CC=CC=C12 (indole). Reaction SMILES: [C:1]([CH2:3][CH:4]([N:6]1[C:18]2C3N(C)C4C=CC=CC=4C=3C3C(=O)NC(=O)C=3[C:13]=2[C:12]2[C:7]1=[CH:8][CH:9]=[CH:10][CH:11]=2)[CH3:5])#[N:2].[C:32]([CH2:34][CH:35]([N:37]1C2[C:40](=[CH:41][CH:42]=[CH:43]C=2)[CH:39]=[CH:38]1)C)#[N:33].C[N:47]1[C:55]2[C:50](=[CH:51][CH:52]=[CH:53][CH:54]=2)[C:49](CC(O)=O)=[CH:48]1>C(#N)C>[C:1]([CH2:3][CH:4]([N:6]1[C:7]2[C:12](=[CH:11][CH:10]=[CH:9][CH:8]=2)[CH:13]=[CH:18]1)[CH3:5])#[N:2].[CH2:41]1[CH2:42][CH2:43][N:33]2[C:38](=[N:37][CH2:35][CH2:34][CH2:32]2)[CH2:39][CH2:40]1.[CH3:51]/[CH:50]=[CH:49]/[C:48]#[N:47].[NH:47]1[C:55]2[C:50](=[CH:51][CH:52]=[CH:53][CH:54]=2)[CH:49]=[CH:48]1. Reported procedure: 12-(3-cyano-2-propyl)-6,7,12,13-tetrahydro-13-methyl-5,7-dioxo-5H-indolo[2,3-a]pyrrolo[3,4-c]carbazole; yellow crystals which decompose from about 270° C. The 3-[1-(3-cyano-2-propyl)-3-indolyl]-4-(1-methyl-3-indolyl)-1H-pyrrol-3,5-dione used as starting material (red amorphous powder; decomp. point about 218°-226° C.) is prepared analogously to EP 0 328 026 from 1-(3-cyano-2-propyl)-indole and 1-methyl-3-indolylacetic acid. 1-(3-Cyano-2-propyl)-indole is prepared in low yield by the base-catalys...